From a dataset of the Open Reaction Database (ORD), a public repository of structured organic reaction records. describe an organic reaction: reactants, conditions, products, and yield Starting materials: O=C([O-])[O-], CS(=O)(=O)OC1CN(C(=O)c2nnc(-c3ccccc3)o2)C1, ClCCl, [Cs+], [Cs+], CN(C)C=O, Cc1cc(O)ccc1C=O. Reaction SMILES: [C:33](=[O:34])([O-:35])[O-:36].[CH3:11][S:12]([O:13][CH:16]1[CH2:17][N:18]([C:20](=[O:21])[c:22]2[o:23][c:24](-[c:27]3[cH:28][cH:29][cH:30][cH:31][cH:32]3)[n:25][n:26]2)[CH2:19]1)(=[O:14])=[O:15].[Cl:44][CH2:45][Cl:46].[Cs+:37].[Cs+:38].[O:39]=[CH:40][N:41]([CH3:42])[CH3:43].[OH:1][c:2]1[cH:3][c:4]([CH3:10])[c:5]([CH:6]=[O:7])[cH:8][cH:9]1>>[O:1]([c:2]1[cH:3][c:4]([CH3:10])[c:5]([CH:6]=[O:7])[cH:8][cH:9]1)[CH:16]1[CH2:17][N:18]([C:20](=[O:21])[c:22]2[o:23][c:24](-[c:27]3[cH:28][cH:29][cH:30][cH:31][cH:32]3)[n:25][n:26]2)[CH2:19]1. The product is Cc1cc(OC2CN(C(=O)c3nnc(-c4ccccc4)o3)C2)ccc1C=O. The reactants are COCCn1c(C=Cc2ccccc2Cl)cc2cc(OC)c(OCc3ccccc3)cc21, O=C1C=CC(=O)N1. Yields the product COCCn1c2c(c3cc(OC)c(OCc4ccccc4)cc31)C1C(=O)NC(=O)C1C(c1ccccc1Cl)C2. As a reaction SMILES: [CH2:1]([c:2]1[cH:3][cH:4][cH:5][cH:6][cH:7]1)[O:8][c:9]1[c:10]([O:31][CH3:32])[cH:11][c:12]2[cH:13][c:14]([CH:22]=[CH:23][c:24]3[c:25]([Cl:30])[cH:26][cH:27][cH:28][cH:29]3)[n:15]([CH2:18][CH2:19][O:20][CH3:21])[c:16]2[cH:17]1.[O:33]=[C:34]1[NH:35][C:36](=[O:37])[CH:38]=[CH:39]1>>[CH2:1]([c:2]1[cH:3][cH:4][cH:5][cH:6][cH:7]1)[O:8][c:9]1[c:10]([O:31][CH3:32])[cH:11][c:12]2[c:13]3[c:14]([n:15]([CH2:18][CH2:19][O:20][CH3:21])[c:16]2[cH:17]1)[CH2:22][CH:23]([c:24]1[c:25]([Cl:30])[cH:26][cH:27][cH:28][cH:29]1)[CH:39]1[C:34](=[O:33])[NH:35][C:36](=[O:37])[CH:38]31. Starting materials: CC1CC(OS(C)(=O)=O)CN1C(=O)OC(C)(C)C, CCOC(C)=O, CS(C)=O, N#C[Na], O. Product: CC1CC(C#N)CN1C(=O)OC(C)(C)C. As a reaction SMILES: [C:1]([CH3:2])([CH3:3])([CH3:4])[O:5][C:6](=[O:7])[N:8]1[CH:9]([CH3:18])[CH2:10][CH:11]([O:13][S:14]([CH3:15])(=[O:16])=[O:17])[CH2:12]1.[CH3:23][CH2:24][O:25][C:26](=[O:27])[CH3:28].[CH3:29][S:30](=[O:31])[CH3:32].[Na:19][C:20]#[N:21].[OH2:22]>>[C:1]([CH3:2])([CH3:3])([CH3:4])[O:5][C:6](=[O:7])[N:8]1[CH:9]([CH3:18])[CH2:10][CH:11]([C:20]#[N:21])[CH2:12]1. Starting materials: stannous chloride dihydrate, Cl (hydrochloric acid), N(=O)[O-].[Na+] (sodium nitrite), ice-salt, FC1=CC(=C(N)C=C1)[N+](=O)[O-] (4-fluoro-2-nitroaniline), Cl (hydrochloric acid). The solvent is O (water). Run at temperature 0 celsius, time 30 minute. Product: Cl.FC1=CC(=C(C=C1)NN)[N+](=O)[O-] (4-fluoro-2-nitrophenylhydrazine hydrochloride). As a reaction SMILES: [N:1]([O-])=O.[Na+].[F:5][C:6]1[CH:12]=[CH:11][C:9]([NH2:10])=[C:8]([N+:13]([O-:15])=[O:14])[CH:7]=1.[ClH:16]>O>[ClH:16].[F:5][C:6]1[CH:12]=[CH:11][C:9]([NH:10][NH2:1])=[C:8]([N+:13]([O-:15])=[O:14])[CH:7]=1 |f:0.1,5.6|. Procedure details: A solution of sodium nitrite (3.6 g) in water (18 ml) was added dropwise to an ice-salt cooled solution of 4-fluoro-2-nitroaniline 7 g) in conc. hydrochloric acid (45 ml) over a 30 minutes interval. The mixture was stirred at 0° C. for 30 minutes. Then to the mixture was added dropwise a solution of stannous chloride dihydrate (28.6 g) in conc. hydrochloric acid (24 ml) below 5° C. over an hour interval. The precipitates were collected by filtration and washed with ether to give crystals of 4-fl... Starting materials: ClC=1C=C(C=C(C1)Cl)C1=CC=C(C=C1)C=O (3′,5′-Dichloro[1,1′-biphenyl]-4-carbaldehyde), [C@@H]1(CCCC2=CC=CC=C12)N ((1S)-1,2,3,4-tetrahydro-1-naphthalenylamine). The product is ClC=1C=C(C=C(C1)Cl)C1=CC=C(C=C1)CN[C@H]1CCCC2=CC=CC=C12 (N-[(3′,5′-dichloro[1,1′-biphenyl]-4-yl)methyl]-N-[(1S)-1,2,3,4-tetrahydro-1-naphthalenyl]amine). Reaction SMILES: [Cl:1][C:2]1[CH:3]=[C:4]([C:9]2[CH:14]=[CH:13][C:12]([CH:15]=O)=[CH:11][CH:10]=2)[CH:5]=[C:6]([Cl:8])[CH:7]=1.[C@@H:17]1([NH2:27])[C:26]2[C:21](=[CH:22][CH:23]=[CH:24][CH:25]=2)[CH2:20][CH2:19][CH2:18]1>>[Cl:1][C:2]1[CH:3]=[C:4]([C:9]2[CH:14]=[CH:13][C:12]([CH2:15][NH:27][C@@H:17]3[C:26]4[C:21](=[CH:22][CH:23]=[CH:24][CH:25]=4)[CH2:20][CH2:19][CH2:18]3)=[CH:11][CH:10]=2)[CH:5]=[C:6]([Cl:8])[CH:7]=1. Reported procedure: 3′,5′-Dichloro[1,1′-biphenyl]-4-carbaldehyde and (1S)-1,2,3,4-tetrahydro-1-naphthalenylamine were processed as described in Example 1A to provide the title compound. Starting materials: C(CCCCCCCCCC)C1=NOC(=N1)C=1C=C(C=O)C=CC1 (3-(3-undecyl-1,2,4-oxadiazol-5-yl)benzaldehyde), Cl.FC(S(=O)(=O)C1=CC=C(CN)C=C1)(F)F (4-[(trifluoromethyl)sulfonyl]benzylamine hydrochloride). Product: FC(S(=O)(=O)C1=CC=C(CNCC2=CC(=CC=C2)C2=NC(=NO2)CCCCCCCCCCC)C=C1)(F)F (N-{4-[(trifluoromethyl)sulfonyl]benzyl}-N-[3-(3-undecyl-1,2,4-oxadiazol-5-yl)benzyl]amine). As a reaction SMILES: [CH2:1]([C:12]1[N:16]=[C:15]([C:17]2[CH:18]=[C:19]([CH:22]=[CH:23][CH:24]=2)[CH:20]=O)[O:14][N:13]=1)[CH2:2][CH2:3][CH2:4][CH2:5][CH2:6][CH2:7][CH2:8][CH2:9][CH2:10][CH3:11].Cl.[F:26][C:27]([F:40])([F:39])[S:28]([C:31]1[CH:38]=[CH:37][C:34]([CH2:35][NH2:36])=[CH:33][CH:32]=1)(=[O:30])=[O:29]>>[F:39][C:27]([F:26])([F:40])[S:28]([C:31]1[CH:38]=[CH:37][C:34]([CH2:35][NH:36][CH2:20][C:19]2[CH:22]=[CH:23][CH:24]=[C:17]([C:15]3[O:14][N:13]=[C:12]([CH2:1][CH2:2][CH2:3][CH2:4][CH2:5][CH2:6][CH2:7][CH2:8][CH2:9][CH2:10][CH3:11])[N:16]=3)[CH:18]=2)=[CH:33][CH:32]=1)(=[O:29])=[O:30] |f:1.2|. Reported procedure: The same procedure as employed in the preparation of Example 357 (step a) but using 3-(3-undecyl-1,2,4-oxadiazol-5-yl)benzaldehyde and 4-[(trifluoromethyl)sulfonyl]benzylamine hydrochloride gave the title compound as an oil. M+(LC/MS(ESI)): 552.5. HPLC (Condition A), Rt: 4.85 min (HPLC purity: 62.0%).